describe an organic reaction: reactants, conditions, products, and yield From a dataset of the Open Reaction Database (ORD), a public repository of structured organic reaction records. Starting materials: BrC=1C=C(C=2C=CN(C2C1)C1=C(C(=NC2=CC=C(C=C12)Cl)C)C)C#N (6-bromo-1-(6-chloro-2,3-dimethylquinolin-4-yl)-1H-indole-4-carbonitrile), CC1(OB(OC1(C)C)C1=CC=NC=C1)C (4-(4,4,5,5-tetramethyl-1,3,2-dioxaborolan-2-yl)pyridine). The product is ClC=1C=C2C(=C(C(=NC2=CC1)C)C)N1C=CC=2C(=CC(=CC12)C1=CC=NC=C1)C#N (1-(6-chloro-2,3-dimethyl-4-quinolinyl)-6-(4-pyridinyl)-1H-indole-4-carbonitrile). As a reaction SMILES: Br[C:2]1[CH:3]=[C:4]([C:24]#[N:25])[C:5]2[CH:6]=[CH:7][N:8]([C:11]3[C:20]4[C:15](=[CH:16][CH:17]=[C:18]([Cl:21])[CH:19]=4)[N:14]=[C:13]([CH3:22])[C:12]=3[CH3:23])[C:9]=2[CH:10]=1.CC1(C)C(C)(C)OB([C:34]2[CH:39]=[CH:38][N:37]=[CH:36][CH:35]=2)O1>>[Cl:21][C:18]1[CH:19]=[C:20]2[C:15](=[CH:16][CH:17]=1)[N:14]=[C:13]([CH3:22])[C:12]([CH3:23])=[C:11]2[N:8]1[C:9]2[CH:10]=[C:2]([C:34]3[CH:39]=[CH:38][N:37]=[CH:36][CH:35]=3)[CH:3]=[C:4]([C:24]#[N:25])[C:5]=2[CH:6]=[CH:7]1. Procedure details: Prepared according to procedure W using 6-bromo-1-(6-chloro-2,3-dimethylquinolin-4-yl)-1H-indole-4-carbonitrile (0.2 g, 0.243 mmol) and 4-(4,4,5,5-tetramethyl-1,3,2-dioxaborolan-2-yl)pyridine (0.06 g, 0.292 mmol) to give 1-(6-chloro-2,3-dimethyl-4-quinolinyl)-6-(4-pyridinyl)-1H-indole-4-carbonitrile as a: 1H NMR (400 MHz, DMSO-d6) δ ppm 8.55 (2H, d, J=5.9 Hz), 8.22 (1H, d, J=1.2 Hz), 8.12 (1H, d, J=9.0 Hz), 8.01 (1H, d, J=3.1 Hz), 7.70-7.79 (4H, m), 7.11 (1H, d, J=3.1 Hz), 6.91 (1H, d, J=2.3 Hz)... Starting materials: COc1cc(N2CCSCC2)ccc1-c1nnc(-c2c(-c3ccccc3)noc2C)o1, CO, ClCCl, [Na+], [Na+], [Na+], O=C([O-])[O-], O, O=S([O-])O. The product is COc1cc(N2CCS(=O)CC2)ccc1-c1nnc(-c2c(-c3ccccc3)noc2C)o1. As a reaction SMILES: [CH3:1][O:2][c:3]1[cH:4][c:5]([N:26]2[CH2:27][CH2:28][S:29][CH2:30][CH2:31]2)[cH:6][cH:7][c:8]1-[c:9]1[o:10][c:11](-[c:14]2[c:15](-[c:20]3[cH:21][cH:22][cH:23][cH:24][cH:25]3)[n:16][o:17][c:18]2[CH3:19])[n:12][n:13]1.[CH3:46][OH:47].[Cl:43][CH2:44][Cl:45].[Na+:36].[Na+:37].[Na+:38].[O-:39][C:40](=[O:41])[O-:42].[OH2:48].[S:32]([O-:33])(=[O:34])[OH:35]>>[CH3:1][O:2][c:3]1[cH:4][c:5]([N:26]2[CH2:27][CH2:28][S:29](=[O:33])[CH2:30][CH2:31]2)[cH:6][cH:7][c:8]1-[c:9]1[o:10][c:11](-[c:14]2[c:15](-[c:20]3[cH:21][cH:22][cH:23][cH:24][cH:25]3)[n:16][o:17][c:18]2[CH3:19])[n:12][n:13]1. Reactants: CC1=C(OCC2=C(C=CC=C2)C(C(=O)NC)O)C=C(C=C1)C (2-[2-(2,5-dimethylphenoxymethyl)phenyl]-2-hydroxy-N-methylacetamide), C(C)(=O)OC(C)=O (acetic anhydride). Solvent: N1=CC=CC=C1 (pyridine). Product: desired compound, C(C)(=O)OC(C(=O)NC)C1=C(C=CC=C1)COC1=C(C=CC(=C1)C)C (2-acetoxy-2-[2-(2,5-dimethylphenoxymethyl)phenyl]-N-methylacetamide). The yield is 81.7%. As a reaction SMILES: [CH3:1][C:2]1[CH:21]=[CH:20][C:19]([CH3:22])=[CH:18][C:3]=1[O:4][CH2:5][C:6]1[CH:11]=[CH:10][CH:9]=[CH:8][C:7]=1[CH:12]([OH:17])[C:13]([NH:15][CH3:16])=[O:14].[C:23](OC(=O)C)(=[O:25])[CH3:24]>N1C=CC=CC=1>[C:23]([O:17][CH:12]([C:7]1[CH:8]=[CH:9][CH:10]=[CH:11][C:6]=1[CH2:5][O:4][C:3]1[CH:18]=[C:19]([CH3:22])[CH:20]=[CH:21][C:2]=1[CH3:1])[C:13]([NH:15][CH3:16])=[O:14])(=[O:25])[CH3:24]. Procedure details: A solution of 2-[2-(2,5-dimethylphenoxymethyl)phenyl]-2-hydroxy-N-methylacetamide (0.57 g, 1.9 mmol) and acetic anhydride (0.43 g, 4.2 mmol) in pyridine (3 ml) was stirred at room temperature for 8 hours, and then concentrated under reduced pressure. The residue was purified by column chromatography on silica gel (n-hexane/ethyl acetate=1/1) to give the desired compound 2-acetoxy-2-[2-(2,5-dimethylphenoxymethyl)phenyl]-N-methylacetamide (0.53 g, 82%) as colorless crystals. Starting materials: C=CCOc1cccc(C(=O)O)c1C(=O)O, Cc1ccccc1, CC(=O)OC(C)=O. Product: C=CCOc1cccc2c1C(=O)OC2=O. RXN SMILES: [CH2:1]([CH:2]=[CH2:3])[O:4][c:5]1[c:6]([C:14](=[O:15])[OH:16])[c:7]([C:8](=[O:9])[OH:10])[cH:11][cH:12][cH:13]1.[CH3:17][c:18]1[cH:19][cH:20][cH:21][cH:22][cH:23]1.[CH3:24][C:25]([O:26][C:27](=[O:28])[CH3:29])=[O:30]>>[CH2:1]([CH:2]=[CH2:3])[O:4][c:5]1[c:6]2[c:7]([cH:11][cH:12][cH:13]1)[C:8](=[O:10])[O:16][C:14]2=[O:15]. Reactants: [Al+3], ClB(Cl)Cl, ClCCCl, CSC#N, [Cl-], [Cl-], [Cl-], Oc1ccc(F)cc1, NC(CS)C(=O)O. The product is O=C(O)C1CSC(c2cc(F)ccc2O)=N1. Reaction SMILES: [Al+3:21].[B:24]([Cl:25])([Cl:26])[Cl:27].[CH2:28]([Cl:29])[CH2:30][Cl:31].[CH3:16][S:17][C:18]#[N:19].[Cl-:20].[Cl-:22].[Cl-:23].[F:8][c:9]1[cH:10][cH:11][c:12]([OH:15])[cH:13][cH:14]1.[NH2:1][CH:2]([CH2:3][SH:4])[C:5]([OH:6])=[O:7]>>[N:1]1=[C:16]([c:11]2[cH:10][c:9]([F:8])[cH:14][cH:13][c:12]2[OH:15])[S:4][CH2:3][CH:2]1[C:5]([OH:6])=[O:7]. The reactants are resultant solution, [H][H] (hydrogen), O[C@@H]1C(=O)O[C@@H]([C@H]1O)C#CCCCCCC ((2S,3S,4R)-2,3-dihydroxy-5-dodecyn-4-olide). The solvent is C(C)O (ethanol). The product is O[C@@H]1C(=O)O[C@H]([C@H]1O)\C=C/CCCCCC ((2S,3S,4S,5Z)-2,3-dihydroxy-5-dodecen-4-olide). The yield is 94.0%. RXN SMILES: [OH:1][C@H:2]1[C@H:7]([OH:8])[C@@H:6]([C:9]#[C:10][CH2:11][CH2:12][CH2:13][CH2:14][CH2:15][CH3:16])[O:5][C:3]1=[O:4].[H][H]>C(O)C>[OH:1][C@H:2]1[C@H:7]([OH:8])[C@H:6](/[CH:9]=[CH:10]\[CH2:11][CH2:12][CH2:13][CH2:14][CH2:15][CH3:16])[O:5][C:3]1=[O:4]. Procedure: 1.02 g (4.51 mmol) of the compound (25) obtained in step e' were dissolved in 20 ml of ethanol, 40 mg of 5 wt % Pd--CaCO3 /Pb (Lindlar catalyst) were added thereto, and the resultant solution was strongly stirred in a hydrogen atmosphere. The solid product in the reaction solution was filtered with Celite, and the solvent was distilled at a reduced pressure, thereby obtaining a white crystal. This crystal was recrystallized from a dichloromethane/hexane solution mixture to obtain 967 mg (4.24 mm... RXN SMILES: [C:1]([CH3:2])([CH3:3])([CH3:4])[O:5][C:6](=[O:7])[n:8]1[c:9]([CH2:17][NH:18][CH:19]2[CH2:20][CH2:21][CH2:22][c:23]3[cH:24][cH:25][cH:26][n:27][c:28]32)[n:10][c:11]2[c:12]1[cH:13][cH:14][cH:15][cH:16]2.[C:29]([CH3:30])([CH3:31])([CH3:32])[O:33][C:34]([NH:35][CH2:36][CH:37]=[O:38])=[O:39].[C:40]([O:41][BH-:42]([O:43][C:44](=[O:45])[CH3:46])[O:47][C:48](=[O:49])[CH3:50])(=[O:51])[CH3:52].[Cl:59][CH2:60][Cl:61].[Na+:53].[Na+:58].[O-:54][C:55]([OH:56])=[O:57]>>[C:1]([CH3:2])([CH3:3])([CH3:4])[O:5][C:6](=[O:7])[n:8]1[c:9]([CH2:17][N:18]([CH:19]2[CH2:20][CH2:21][CH2:22][c:23]3[cH:24][cH:25][cH:26][n:27][c:28]32)[CH2:37][CH2:36][NH:35][C:34]([O:33][C:29]([CH3:30])([CH3:31])[CH3:32])=[O:39])[n:10][c:11]2[c:12]1[cH:13][cH:14][cH:15][cH:16]2. The product is CC(C)(C)OC(=O)NCCN(Cc1nc2ccccc2n1C(=O)OC(C)(C)C)C1CCCc2cccnc21. The reactants are CC(C)(C)OC(=O)n1c(CNC2CCCc3cccnc32)nc2ccccc21, CC(C)(C)OC(=O)NCC=O, CC(=O)O[BH-](OC(C)=O)OC(C)=O, ClCCl, [Na+], [Na+], O=C([O-])O.